Dataset: the Open Reaction Database (ORD), a public repository of structured organic reaction records. Task: describe an organic reaction: reactants, conditions, products, and yield Reactants: C(CCCC)S(=O)(=O)Cl (pentylsulfonyl chloride), FC1=C(C=C(C=C1)F)N([C@@H](CCCS(=O)(=O)O)C)S(=O)(=O)C1=CC=C(C=C1)Cl ((4R)-4-[N-[2,5-difluorophenyl][(4-chlorophenyl)sulfonyl]amino]pentylsulfonic acid), P(Cl)(Cl)(Cl)(Cl)Cl (phosphorus pentachloride). Yields the product FC1=C(C=C(C=C1)F)N([C@@H](CCCS(=O)(=O)Cl)C)S(=O)(=O)C1=CC=C(C=C1)Cl ((4R)-4-[N-[2,5-difluorophenyl][(4-chlorophenyl)sulfonyl]amino]pentylsulfonyl chloride). Yield: 88.0%. Reaction SMILES: [CH2:1]([S:6]([Cl:9])(=[O:8])=[O:7])[CH2:2][CH2:3][CH2:4][CH3:5].[F:10][C:11]1[CH:16]=[CH:15][C:14]([F:17])=[CH:13][C:12]=1[N:18]([S:28]([C:31]1[CH:36]=[CH:35][C:34]([Cl:37])=[CH:33][CH:32]=1)(=[O:30])=[O:29])[C@H](C)CCCS(O)(=O)=O.P(Cl)(Cl)(Cl)(Cl)Cl>>[F:10][C:11]1[CH:16]=[CH:15][C:14]([F:17])=[CH:13][C:12]=1[N:18]([S:28]([C:31]1[CH:36]=[CH:35][C:34]([Cl:37])=[CH:33][CH:32]=1)(=[O:30])=[O:29])[C@H:4]([CH3:5])[CH2:3][CH2:2][CH2:1][S:6]([Cl:9])(=[O:8])=[O:7]. Reported procedure: (4R)-4-[N-[2,5-difluorophenyl][(4-chlorophenyl)sulfonyl]amino]pentylsulfonyl chloride was prepared analogous to (4R)-4-[2,5-dichlorophenyl][4-chlorophenyl)sulfonyl]-amino]pentylsulfonyl chloride by reacting (4R)-4-[N-[2,5-difluorophenyl][(4-chlorophenyl)sulfonyl]amino]pentylsulfonic acid with phosphorus pentachloride. Yield=88%; MS (ESI) 434 (M+1).